From a dataset of the Open Reaction Database (ORD), a public repository of structured organic reaction records. describe an organic reaction: reactants, conditions, products, and yield Reactants: C1(CC1)C=1N=CC(=NC1OCC1CC1)C(=O)O (5-cyclopropyl-6-cyclopropylmethoxy-pyrazine-2-carboxylic acid), NC(C(=O)N)CC1CCC1 (2-amino-3-cyclobutyl-propionamide). Yields the product C(N)(=O)C(CC1CCC1)NC(=O)C1=NC(=C(N=C1)C1CC1)OCC1CC1 (5-Cyclopropyl-6-cyclopropylmethoxy-pyrazine-2-carboxylic acid (1-carbamoyl-2-cyclobutyl-ethyl)-amide). Reaction SMILES: [CH:1]1([C:4]2[N:5]=[CH:6][C:7]([C:15]([OH:17])=O)=[N:8][C:9]=2[O:10][CH2:11][CH:12]2[CH2:14][CH2:13]2)[CH2:3][CH2:2]1.[NH2:18][CH:19]([CH2:23][CH:24]1[CH2:27][CH2:26][CH2:25]1)[C:20]([NH2:22])=[O:21]>>[C:20]([CH:19]([NH:18][C:15]([C:7]1[CH:6]=[N:5][C:4]([CH:1]2[CH2:2][CH2:3]2)=[C:9]([O:10][CH2:11][CH:12]2[CH2:13][CH2:14]2)[N:8]=1)=[O:17])[CH2:23][CH:24]1[CH2:27][CH2:26][CH2:25]1)(=[O:21])[NH2:22]. Procedure: The title compound was synthesized in analogy to Example 69, using 5-cyclopropyl-6-cyclopropylmethoxy-pyrazine-2-carboxylic acid (Example 10 g, 50 mg, 0.21 mmol) and 2-amino-3-cyclobutyl-propionamide (52.5 mg, 0.26 mmol) as starting materials and isolated (30 mg, 39.4%) as white solid; LC-MS (UV peak area, ESI) 99.04%%, 357.4 (M−H)'. Starting materials: OC=1C=CC2=C(C(C=3NC4=CC(=CC=C4C3C2=O)C#N)(C)C)C1 (8-Hydroxy-6,6-dimethyl-11-oxo-6,11-dihydro-5H-benzo[b]carbazole-3-carbonitrile), O1CC(C1)OS(=O)(=O)C1=CC=C(C=C1)C (toluene-4-sulfonic acid oxetan-3-yl ester). The product is CC1(C2=C(C(C=3C4=CC=C(C=C4NC13)C#N)=O)C=CC(=C2)OC2COC2)C (6,6-Dimethyl-8-(oxetan-3-yloxy)-11-oxo-6,11-dihydro-5H-benzo[b]carbazole-3-carbonitrile). RXN SMILES: [OH:1][C:2]1[CH:3]=[CH:4][C:5]2[C:17](=[O:18])[C:16]3[C:15]4[C:10](=[CH:11][C:12]([C:19]#[N:20])=[CH:13][CH:14]=4)[NH:9][C:8]=3[C:7]([CH3:22])([CH3:21])[C:6]=2[CH:23]=1.[O:24]1[CH2:27][CH:26](OS(C2C=CC(C)=CC=2)(=O)=O)[CH2:25]1>>[CH3:22][C:7]1([CH3:21])[C:8]2[NH:9][C:10]3[C:15](=[CH:14][CH:13]=[C:12]([C:19]#[N:20])[CH:11]=3)[C:16]=2[C:17](=[O:18])[C:5]2[CH:4]=[CH:3][C:2]([O:1][CH:26]3[CH2:27][O:24][CH2:25]3)=[CH:23][C:6]1=2. Reported procedure: Under the same conditions as the method for synthesizing Compound A7-17, the title compound was prepared from Compound A6 and toluene-4-sulfonic acid oxetan-3-yl ester. Reactants: C(\C=C\C(=O)O)(=O)O.CN(C(SC)=NC1=CC=CC=C1)C1CCN(CC1)CCCCOC1=CC=C(C=C1)OC (1,2-Dimethyl-1-[1-[4-(4-methoxyphenoxy)butyl]piperidin-4-yl]-3-phenylisothiourea hydrogen fumarate), CI (methyl iodide). Product: CN(C(=S)NC1=CC=CC=C1)C1CCN(CC1)CCCCOC1=CC=C(C=C1)OC (1-Methyl-1-[1-[4-(4-methoxyphenoxy)butyl]piperidin-4-yl]-3-phenylthiourea), C(\C=C\C(=O)O)(=O)O.CN(C(SC)=NC1=CC=CC=C1)C1CCN(CC1)CCCCOC1=CC=C(C=C1)OC (1,2-Dimethyl-1-[1-[4-(4-methoxyphenoxy)butyl]piperidin-4-yl]-3-phenylisothiourea hydrogen fumarate). Isolated yield 35.0%. Reaction SMILES: [C:1]([OH:8])(=[O:7])/[CH:2]=[CH:3]/[C:4]([OH:6])=[O:5].[CH3:9][N:10]([CH:21]1[CH2:26][CH2:25][N:24]([CH2:27][CH2:28][CH2:29][CH2:30][O:31][C:32]2[CH:37]=[CH:36][C:35]([O:38][CH3:39])=[CH:34][CH:33]=2)[CH2:23][CH2:22]1)[C:11](=[N:14][C:15]1[CH:20]=[CH:19][CH:18]=[CH:17][CH:16]=1)[S:12][CH3:13].CI>>[CH3:9][N:10]([CH:21]1[CH2:26][CH2:25][N:24]([CH2:27][CH2:28][CH2:29][CH2:30][O:31][C:32]2[CH:37]=[CH:36][C:35]([O:38][CH3:39])=[CH:34][CH:33]=2)[CH2:23][CH2:22]1)[C:11]([NH:14][C:15]1[CH:20]=[CH:19][CH:18]=[CH:17][CH:16]=1)=[S:12].[C:1]([OH:8])(=[O:7])/[CH:2]=[CH:3]/[C:4]([OH:6])=[O:5].[CH3:9][N:10]([CH:21]1[CH2:26][CH2:25][N:24]([CH2:27][CH2:28][CH2:29][CH2:30][O:31][C:32]2[CH:37]=[CH:36][C:35]([O:38][CH3:39])=[CH:34][CH:33]=2)[CH2:23][CH2:22]1)[C:11](=[N:14][C:15]1[CH:16]=[CH:17][CH:18]=[CH:19][CH:20]=1)[S:12][CH3:13] |f:0.1,4.5|. Procedure details: The S-methylation of 1.5 g (3.5 mmol) of the preceding thiourea 9.2 with 240 μl of methyl iodide according to 1.2 results in the preparation of 690 mg (Yd: 35%) of the isothiourea of formula 9: Starting materials: C(C)C1C(CC(C(C(OC(C2CCCCN2C(C(C2(C(CC(C(C(CC(CC(=C1)C)C)OC)O2)OC)C)O)=O)=O)=O)C(=CC2CC(C(CC2)O)OC)C)C)O)=O (17-ethyl-1,14-dihydroxy-12-[2'-(4"-hydroxy-3"-methoxycyclohexyl)-1'-methylvinyl]-23,25-dimethoxy-13,19,21,27-tetramethyl-11,28-dioxa-4-azatricyclo[22.3.1.04,9 ]octacos-18-ene-2,3,10,16-tetraone), FC(S(=O)(=O)O)(F)F (Trifluoromethane-sulfonic acid). The solvent is ClC(C(OCC#CC)=N)(Cl)Cl (2-butynyl trichloroacetimidate). Product: C(C)C1C(CC(C(C(OC(C2CCCCN2C(C(C2(C(CC(C(C(CC(CC(=C1)C)C)OC)O2)OC)C)O)=O)=O)=O)C(=CC2CC(C(CC2)OCC#CC)OC)C)C)O)=O (17-Ethyl-1,14-dihydroxy-12-[2'-(4"-(2-butynyloxy)-3"-methoxycyclohexyl)-1'-methylvinyl]-23,25-dimethoxy-13,19,21,27-tetramethyl-11,28-dioxa-4-azatricyclo[22.3.1.04,9 ]octacos-18-ene-2,3,10,16-tetraone). The yield is 63.8%. As a reaction SMILES: [CH2:1]([CH:3]1[CH:29]=[C:28]([CH3:30])[CH2:27][CH:26]([CH3:31])[CH2:25][CH:24]([O:32][CH3:33])[CH:23]2[O:34][C:19]([OH:38])([CH:20]([CH3:37])[CH2:21][CH:22]2[O:35][CH3:36])[C:18](=[O:39])[C:17](=[O:40])[N:16]2[CH:11]([CH2:12][CH2:13][CH2:14][CH2:15]2)[C:10](=[O:41])[O:9][CH:8]([C:42]([CH3:53])=[CH:43][CH:44]2[CH2:49][CH2:48][CH:47]([OH:50])[CH:46]([O:51][CH3:52])[CH2:45]2)[CH:7]([CH3:54])[CH:6]([OH:55])[CH2:5][C:4]1=[O:56])[CH3:2].FC(F)(F)S(O)(=O)=O>ClC(Cl)(Cl)C(=N)OCC#CC>[CH2:1]([CH:3]1[CH:29]=[C:28]([CH3:30])[CH2:27][CH:26]([CH3:31])[CH2:25][CH:24]([O:32][CH3:33])[CH:23]2[O:34][C:19]([OH:38])([CH:20]([CH3:37])[CH2:21][CH:22]2[O:35][CH3:36])[C:18](=[O:39])[C:17](=[O:40])[N:16]2[CH:11]([CH2:12][CH2:13][CH2:14][CH2:15]2)[C:10](=[O:41])[O:9][CH:8]([C:42]([CH3:53])=[CH:43][CH:44]2[CH2:49][CH2:48][CH:47]([O:50][CH2:2][C:1]#[C:3][CH3:4])[CH:46]([O:51][CH3:52])[CH2:45]2)[CH:7]([CH3:54])[CH:6]([OH:55])[CH2:5][C:4]1=[O:56])[CH3:2]. Reported procedure: To a solution of 17-ethyl-1,14-dihydroxy-12-[2'-(4"-hydroxy-3"-methoxycyclohexyl)-1'-methylvinyl]-23,25-dimethoxy-13,19,21,27-tetramethyl-11,28-dioxa-4-azatricyclo[22.3.1.04,9 ]octacos-18-ene-2,3,10,16-tetraone (50 mg in 1.5 ml 33% methylene chloride in cyclohexane), 2-butynyl trichloroacetimidate (20 μl neat) was added and the reagents allowed to mix for 5 minutes. Trifluoromethane-sulfonic acid (2 μl neat) was added slowly via syringe and the mixture stirred at room temperature. After 16 hours...